Dataset: the Open Reaction Database (ORD), a public repository of structured organic reaction records. Task: describe an organic reaction: reactants, conditions, products, and yield Reactants: O=c1cc(CO)occ1OCc1ccccc1, CCOC(=O)N=NC(=O)OCC, C1CCOC1, O=C1c2ccccc2C(=O)N1O, c1ccc(P(c2ccccc2)c2ccccc2)cc1. Product: O=C1c2ccccc2C(=O)N1OCc1cc(=O)c(OCc2ccccc2)co1. RXN SMILES: [CH2:44]([c:45]1[cH:46][cH:47][cH:48][cH:49][cH:50]1)[O:51][c:52]1[c:53](=[O:60])[cH:54][c:55]([CH2:58][OH:59])[o:56][cH:57]1.[O:1]=[C:2]([O:3][CH2:4][CH3:5])[N:6]=[N:7][C:8]([O:9][CH2:10][CH3:11])=[O:12].[O:61]1[CH2:62][CH2:63][CH2:64][CH2:65]1.[OH:32][N:33]1[C:34](=[O:43])[c:35]2[c:36]([cH:39][cH:40][cH:41][cH:42]2)[C:37]1=[O:38].[c:13]1([P:14]([c:15]2[cH:16][cH:17][cH:18][cH:19][cH:20]2)[c:21]2[cH:22][cH:23][cH:24][cH:25][cH:26]2)[cH:27][cH:28][cH:29][cH:30][cH:31]1>>[O:32]([N:33]1[C:34](=[O:43])[c:35]2[c:36]([cH:39][cH:40][cH:41][cH:42]2)[C:37]1=[O:38])[CH2:58][c:55]1[cH:54][c:53](=[O:60])[c:52]([O:51][CH2:44][c:45]2[cH:46][cH:47][cH:48][cH:49][cH:50]2)[cH:57][o:56]1. Reactants: OC1=CC=C(C(=O)C2=CC=C(CSC3=NC4=CC=CC(=C4C(N3C)=O)C)C=C2)C=C1 (2-[4-(4-hydroxybenzoyl)benzylthio]-3,5-dimethyl-4(3H)-quinazolinone), Cl.N1=CC=C(C=C1)CCl (4-picolyl chloride hydrochloride), C([O-])([O-])=O.[K+].[K+] (potassium carbonate). Run in CN(C)C=O (DMF). Yields the product CN1C(=NC2=CC=CC(=C2C1=O)C)SCC1=CC=C(C=C1)C(C1=CC=C(C=C1)OCC1=CC=NC=C1)=O (3,5-Dimethyl-2-[4-[4-(4-picolyloxy)benzoyl]benzylthio]-4(3H)-quinazolinone). Yield: 22.2%. RXN SMILES: [OH:1][C:2]1[CH:30]=[CH:29][C:5]([C:6]([C:8]2[CH:28]=[CH:27][C:11]([CH2:12][S:13][C:14]3[N:23]([CH3:24])[C:22](=[O:25])[C:21]4[C:16](=[CH:17][CH:18]=[CH:19][C:20]=4[CH3:26])[N:15]=3)=[CH:10][CH:9]=2)=[O:7])=[CH:4][CH:3]=1.Cl.[N:32]1[CH:37]=[CH:36][C:35]([CH2:38]Cl)=[CH:34][CH:33]=1.C(=O)([O-])[O-].[K+].[K+]>CN(C=O)C>[CH3:24][N:23]1[C:22](=[O:25])[C:21]2[C:16](=[CH:17][CH:18]=[CH:19][C:20]=2[CH3:26])[N:15]=[C:14]1[S:13][CH2:12][C:11]1[CH:27]=[CH:28][C:8]([C:6](=[O:7])[C:5]2[CH:4]=[CH:3][C:2]([O:1][CH2:38][C:35]3[CH:36]=[CH:37][N:32]=[CH:33][CH:34]=3)=[CH:30][CH:29]=2)=[CH:9][CH:10]=1 |f:1.2,3.4.5|. Procedure details: A solution of 2-[4-(4-hydroxybenzoyl)benzylthio]-3,5-dimethyl-4(3H)-quinazolinone (369 mg), 4-picolyl chloride hydrochloride (144 mg) and potassium carbonate (350 mg) in DMF (5 ml) was stirred at room temperature for 3 days. This reaction mixture was concentrated and the residue was dissolved in ethyl acetate, washed with water, dried, and concentrated. The residue was recrystallized from ethyl acetate-chloroform to provide the title compound as colorless solid (99 mg). The reactants are [BH3-]C#N, CC(=O)O, CC#N, [Na+], FC(F)(F)c1cc(COCC2(c3ccccc3)CCNCC2)c2[nH]ncc2c1. Product: CN1CCC(COCc2cc(C(F)(F)F)cc3cn[nH]c23)(c2ccccc2)CC1. RXN SMILES: [C:29]([BH3-:30])#[N:31].[CH3:33][C:34](=[O:35])[OH:36].[CH3:37][C:38]#[N:39].[Na+:32].[c:1]1([C:7]2([CH2:13][O:14][CH2:15][c:16]3[cH:17][c:18]([C:25]([F:26])([F:27])[F:28])[cH:19][c:20]4[cH:21][n:22][nH:23][c:24]34)[CH2:8][CH2:9][NH:10][CH2:11][CH2:12]2)[cH:2][cH:3][cH:4][cH:5][cH:6]1>>[c:1]1([C:7]2([CH2:13][O:14][CH2:15][c:16]3[cH:17][c:18]([C:25]([F:26])([F:27])[F:28])[cH:19][c:20]4[cH:21][n:22][nH:23][c:24]34)[CH2:8][CH2:9][N:10]([CH3:29])[CH2:11][CH2:12]2)[cH:2][cH:3][cH:4][cH:5][cH:6]1. The reactants are C(N)(=O)CC1(COC1)NC(=O)C1=NC=C(C(=C1)Cl)C1CC1 (4-Chloro-5-cyclopropyl-pyridine-2-carboxylic acid (3-carbamoylmethyl-oxetan-3-yl)-amide), FC([C@H](C)O)(F)F ((S)-1,1,1-trifluoropropan-2-ol). Product: C(N)(=O)CC1(COC1)NC(=O)C1=NC=C(C(=C1)O[C@H](C(F)(F)F)C)C1CC1 (5-Cyclopropyl-4-((S)-2,2,2-trifluoro-1-methyl-ethoxy)-pyridine-2-carboxylic acid (3-carbamoylmethyl-oxetan-3-yl)-amide). Reaction SMILES: [C:1]([CH2:4][C:5]1([NH:9][C:10]([C:12]2[CH:17]=[C:16](Cl)[C:15]([CH:19]3[CH2:21][CH2:20]3)=[CH:14][N:13]=2)=[O:11])[CH2:8][O:7][CH2:6]1)(=[O:3])[NH2:2].[F:22][C:23]([F:28])([F:27])[C@@H:24]([OH:26])[CH3:25]>>[C:1]([CH2:4][C:5]1([NH:9][C:10]([C:12]2[CH:17]=[C:16]([O:26][C@@H:24]([CH3:25])[C:23]([F:28])([F:27])[F:22])[C:15]([CH:19]3[CH2:21][CH2:20]3)=[CH:14][N:13]=2)=[O:11])[CH2:8][O:7][CH2:6]1)(=[O:3])[NH2:2]. Procedure: The title compound was synthesized in analogy to Example 63c, using 4-Chloro-5-cyclopropyl-pyridine-2-carboxylic acid (3-carbamoylmethyl-oxetan-3-yl)-amide (Example 63b) and (S)-1,1,1-trifluoropropan-2-ol (CAN 3539-97-7) as starting materials and isolated (9 mg, 18%) as light brown solid; MS (ESI, m/z): 388.0 (M+H+). Reactants: COC1=CC=C(CN2N=C(C=3C2=NC=CC3OC3=C(C=C(C=C3)N)F)C3=CCN(CC3)C(=O)OC(C)(C)C)C=C1 (tert-butyl 4-(1-(4-methoxybenzyl)-4-(4-amino-2-fluorophenoxy)-1H-pyrazolo[3,4-b]pyridin-3-yl)-5,6-dihydropyridine-1(2H)-carboxylate), CC1=CC=C(C=C1)S(=O)(=O)NN (4-methylbenzenesulfonohydrazide). Run in C1(=CC=CC=C1)C (toluene). Reaction SMILES: [CH3:1][O:2][C:3]1[CH:40]=[CH:39][C:6]([CH2:7][N:8]2[C:12]3=[N:13][CH:14]=[CH:15][C:16]([O:17][C:18]4[CH:23]=[CH:22][C:21]([NH2:24])=[CH:20][C:19]=4[F:25])=[C:11]3[C:10]([C:26]3[CH2:31][CH2:30][N:29]([C:32]([O:34][C:35]([CH3:38])([CH3:37])[CH3:36])=[O:33])[CH2:28][CH:27]=3)=[N:9]2)=[CH:5][CH:4]=1.CC1C=CC(S(NN)(=O)=O)=CC=1>C1(C)C=CC=CC=1>[NH2:24][C:21]1[CH:22]=[CH:23][C:18]([O:17][C:16]2[CH:15]=[CH:14][N:13]=[C:12]3[N:8]([CH2:7][C:6]4[CH:5]=[CH:4][C:3]([O:2][CH3:1])=[CH:40][CH:39]=4)[N:9]=[C:10]([CH:26]4[CH2:27][CH2:28][N:29]([C:32]([O:34][C:35]([CH3:37])([CH3:36])[CH3:38])=[O:33])[CH2:30][CH2:31]4)[C:11]=23)=[C:19]([F:25])[CH:20]=1. Reaction conditions: temperature 100 celsius, time 4 day. Product: NC1=CC(=C(OC2=C3C(=NC=C2)N(N=C3C3CCN(CC3)C(=O)OC(C)(C)C)CC3=CC=C(C=C3)OC)C=C1)F (tert-butyl 4-(4-(4-amino-2-fluorophenoxy)-1-(4-methoxybenzyl)-1H-pyrazolo[3,4-b]pyridin-3-yl)piperidine-1-carboxylate). Procedure: A 100 mL round-bottomed flask was charged with tert-butyl 4-(1-(4-methoxybenzyl)-4-(4-amino-2-fluorophenoxy)-1H-pyrazolo[3,4-b]pyridin-3-yl)-5,6-dihydropyridine-1(2H)-carboxylate (0.248 g, 0.455 mmol), 4-methylbenzenesulfonohydrazide (0.0846 g, 0.455 mmol) and toluene (10 mL). The reaction mixture was stirred at 100° C. for 4 days. The reaction was cooled to ambient temperature and partitioned between EtOAc and H2O. The phases were separated and the aqueous phase was re-extracted with EtOAc. The... Yield: 33.8%. Starting materials: N1(CCCCC1)CCCN1CCC(CC1)=O (1-(3-(1-piperidinyl)propyl)-4-piperidone), Cl.NO (hydroxylamine hydrochloride). Product: N1(CCCCC1)CCCN1CCC(CC1)=NO (1-(3-(1-Piperidinyl)propyl)-4-piperidone oxime). RXN SMILES: [N:1]1([CH2:7][CH2:8][CH2:9][N:10]2[CH2:15][CH2:14][C:13](=O)[CH2:12][CH2:11]2)[CH2:6][CH2:5][CH2:4][CH2:3][CH2:2]1.Cl.[NH2:18][OH:19]>>[N:1]1([CH2:7][CH2:8][CH2:9][N:10]2[CH2:15][CH2:14][C:13](=[N:18][OH:19])[CH2:12][CH2:11]2)[CH2:6][CH2:5][CH2:4][CH2:3][CH2:2]1 |f:1.2|. Procedure details: 1-(3-(1-Piperidinyl)propyl)-4-piperidone oxime is prepared from 1-(3-(1-piperidinyl)propyl)-4-piperidone and hydroxylamine hydrochloride essentially as described above in Example 38, Scheme C, step b.